This data is from the Open Reaction Database (ORD), a public repository of structured organic reaction records. The task is: describe an organic reaction: reactants, conditions, products, and yield Starting materials: C(C1=CC=CC=C1)OC1=CC(=C(C=C1)Br)F (Benzyloxy-4-bromo-3-fluorobenzene), cuprous cyanide, CN1C(CCC1)=O (1-methyl-2-pyrollidinone). Yields the product C(C1=CC=CC=C1)OC1=CC(=C(C#N)C=C1)F (4-Benzyloxy-2-fluorobenzonitrile). Reaction SMILES: [CH2:1]([O:8][C:9]1[CH:14]=[CH:13][C:12](Br)=[C:11]([F:16])[CH:10]=1)[C:2]1[CH:7]=[CH:6][CH:5]=[CH:4][CH:3]=1.[CH3:17][N:18]1CCCC1=O>>[CH2:1]([O:8][C:9]1[CH:14]=[CH:13][C:12]([C:17]#[N:18])=[C:11]([F:16])[CH:10]=1)[C:2]1[CH:7]=[CH:6][CH:5]=[CH:4][CH:3]=1. Procedure details: Compound 20 (10.00 g, 35.7 mmol) and cuprous cyanide (13.00 , 71.4 mmol) were suspended in 1-methyl-2-pyrollidinone (250 ml) and heated under reflux for 24 h. The reaction mixture was cooled to room temperature and filtered through ‘hyflo’ to remove the excess cuprous cyanide. Water (200 ml) was added to the solution which was subsequently washed with ether (2×400 ml). The combined ether extracts were then washed with water (2×500 ml) and brine (500 ml) and then dried (MgSO4). The drying agent w... The reactants are C(C)OC(C(C)SC1=CC=C(C=C1)O)=O (2-(4-hydroxy-phenylsulfanyl)-propionic acid ethyl ester), C(=O)([O-])[O-].[K+].[K+] (K2CO3), CC(=O)C (acetone). Product: C(C)OC(C(C)SC1=CC=C(C=C1)OCC)=O (2-(4-ethoxy-phenylsulfanyl)-propionic acid ethyl ester). Reaction SMILES: [CH2:1]([O:3][C:4](=[O:15])[CH:5]([S:7][C:8]1[CH:13]=[CH:12][C:11]([OH:14])=[CH:10][CH:9]=1)[CH3:6])[CH3:2].C([O-])([O-])=O.[K+].[K+].[CH3:22][C:23](C)=O>>[CH2:1]([O:3][C:4](=[O:15])[CH:5]([S:7][C:8]1[CH:9]=[CH:10][C:11]([O:14][CH2:22][CH3:23])=[CH:12][CH:13]=1)[CH3:6])[CH3:2] |f:1.2.3|. Procedure: To stirred solution of 2-(4-hydroxy-phenylsulfanyl)-propionic acid ethyl ester (11.3 g, 50 mmol), and K2CO3 (50 g, excess) in acetone (300 ml) ethyl iodide (20 ml, excess) was added and refluxed for 8 hrs. At the end, reaction mixture was filtered and concentrated. The residue obtained was extracted with chloroform and washed well with water. It was dried and concentrared. The product, 2-(4-ethoxy-phenylsulfanyl)-propionic acid ethyl ester was isolated as colorless oil. Yield: 12.0 g, 98%; MS: 2... Reactants: FC(C(=O)O)(F)F (trifluoroacetic acid), COC1=C(CN(S(=O)(=O)C2=C(C=C(C(=C2)F)F)F)C2=NC=NS2)C=CC(=C1)OC (N-(2,4-dimethoxybenzyl)-2,4,5-trifluoro-N-1,2,4-thiadiazol-5-ylbenzenesulfonamide), NC1=NC=CC(=C1)C1=C(C=CC(=C1)Cl)O (2-(2-aminopyridin-4-yl)-4-chlorophenol), C([O-])([O-])=O.[K+].[K+] (potassium carbonate), Cl (hydrochloric acid). Solvent: C(C)(=O)OCC (ethyl acetate), CS(=O)C (dimethyl sulfoxide), C(C)(=O)OCC (ethyl acetate), ClCCl (dichloromethane). Run at time 2 hour. Yields the product NC1=NC=CC(=C1)C1=C(OC2=CC(=C(C=C2F)S(=O)(=O)NC2=NC=NS2)F)C=CC(=C1)Cl (4-[2-(2-aminopyridin-4-yl)-4-chlorophenoxy]-2,5-difluoro-N-1,2,4-thiadiazol-5-ylbenzenesulfonamide). As a reaction SMILES: COC1C=C(OC)C=CC=1C[N:6]([C:19]1[S:23][N:22]=[CH:21][N:20]=1)[S:7]([C:10]1[CH:15]=[C:14]([F:16])[C:13](F)=[CH:12][C:11]=1[F:18])(=[O:9])=[O:8].[NH2:30][C:31]1[CH:36]=[C:35]([C:37]2[CH:42]=[C:41]([Cl:43])[CH:40]=[CH:39][C:38]=2[OH:44])[CH:34]=[CH:33][N:32]=1.C(=O)([O-])[O-].[K+].[K+].FC(F)(F)C(O)=O.Cl>CS(C)=O.ClCCl.C(OCC)(=O)C>[NH2:30][C:31]1[CH:36]=[C:35]([C:37]2[CH:42]=[C:41]([Cl:43])[CH:40]=[CH:39][C:38]=2[O:44][C:13]2[C:14]([F:16])=[CH:15][C:10]([S:7]([NH:6][C:19]3[S:23][N:22]=[CH:21][N:20]=3)(=[O:8])=[O:9])=[C:11]([F:18])[CH:12]=2)[CH:34]=[CH:33][N:32]=1 |f:2.3.4|. Procedure details: A suspension of N-(2,4-dimethoxybenzyl)-2,4,5-trifluoro-N-1,2,4-thiadiazol-5-ylbenzenesulfonamide (Preparation 647, 10 g, 22.45 mmol), 2-(2-aminopyridin-4-yl)-4-chlorophenol (Preparation 258, 5 g, 22.67 mmol) and potassium carbonate (3.72 g, 26.94 mmol) in dimethyl sulfoxide (150 mL) was stirred at room temperature for 2 hours. The reaction was partitioned between ethyl acetate (150 mL) and saturated aqueous sodium chloride solution (150 mL). The organic layer was collected and concentrated in v... The reactants are C1=CC=C(C=C1)OC(=S)Cl (Phenyl chlorothionoformate), C1(=CC=CC=C1)C(C)C1=CN=CN1 (5-(1-phenyl-ethyl)-1H-imidazole), C1(=CC=CC=C1)C(C)C1=CN=CN1 (5-(1-phenyl-ethyl)-1H-imidazole), C(=O)(O)[O-].[Na+] (NaHCO3). Run in O (water), C1CCOC1 (THF), O (water). Reaction conditions: time 3 hour. Product: C1(=CC=CC=C1)C(C)C=1NC(NC1)=S (4-(1-phenyl-ethyl)-1,3-dihydro-imidazole-2-thione). As a reaction SMILES: [C:1]1([CH:7]([C:9]2[NH:13][CH:12]=[N:11][CH:10]=2)[CH3:8])[CH:6]=[CH:5][CH:4]=[CH:3][CH:2]=1.C([O-])(O)=O.[Na+].C1C=CC(OC(Cl)=[S:27])=CC=1>C1COCC1.O>[C:1]1([CH:7]([C:9]2[NH:13][C:12](=[S:27])[NH:11][CH:10]=2)[CH3:8])[CH:2]=[CH:3][CH:4]=[CH:5][CH:6]=1 |f:1.2|. Reported procedure: A solution of 5-(1-phenyl-ethyl)-1H-imidazole (Intermediate C2) (0.20 g, 1.16 mmol) in THF (6 mL) and water (6 mL) was treated with NaHCO3 (0.98 g) at rt for 10 sm. Phenyl chlorothionoformate (0.40 mL, ˜3.0 mmol) was added and stirring was continued for 3 h. The mixture was diluted with water (10 mL) and extracted with ether (3×15 mL). The organic portions were combined, dried over MgSO4, filtered and freed of solvent. The residue was dissolved in MeOH (8 mL) and treated with NEt3 (1 mL) for 16 ... Reactants: OC(C(C)C)(C=1N=CN(C1)C(C1=CC=CC=C1)(C1=CC=CC=C1)C1=CC=CC=C1)C1=CC=C(C=C1)B(O)O (4-[1-hydroxy-2-methyl-1-(1-trityl-1H-imidazol-4-yl)propyl]phenylboronic acid), BrC=1C=C(C=CC1)C(C)=O (3′-bromoacetophenone). The reagents and catalysts are C=1C=CC(=CC1)[P](C=2C=CC=CC2)(C=3C=CC=CC3)[Pd]([P](C=4C=CC=CC4)(C=5C=CC=CC5)C=6C=CC=CC6)([P](C=7C=CC=CC7)(C=8C=CC=CC8)C=9C=CC=CC9)[P](C=1C=CC=CC1)(C=1C=CC=CC1)C=1C=CC=CC1 (tetrakis(triphenylphosphine)palladium(0)). Product: OC(C(C)C)(C=1N=CN(C1)C(C1=CC=CC=C1)(C1=CC=CC=C1)C1=CC=CC=C1)C1=CC=C(C=C1)C1=CC(=CC=C1)C(C)=O (1-{4′-[1-hydroxy-2-methyl-1-(1-trityl-1H-imidazol-4-yl)propyl][1,1′-biphenyl]-3-yl}ethanone). The yield is 22.5%. Reaction SMILES: [OH:1][C:2]([C:30]1[CH:35]=[CH:34][C:33](B(O)O)=[CH:32][CH:31]=1)([C:6]1[N:7]=[CH:8][N:9]([C:11]([C:24]2[CH:29]=[CH:28][CH:27]=[CH:26][CH:25]=2)([C:18]2[CH:23]=[CH:22][CH:21]=[CH:20][CH:19]=2)[C:12]2[CH:17]=[CH:16][CH:15]=[CH:14][CH:13]=2)[CH:10]=1)[CH:3]([CH3:5])[CH3:4].Br[C:40]1[CH:41]=[C:42]([C:46](=[O:48])[CH3:47])[CH:43]=[CH:44][CH:45]=1>C1C=CC([P]([Pd]([P](C2C=CC=CC=2)(C2C=CC=CC=2)C2C=CC=CC=2)([P](C2C=CC=CC=2)(C2C=CC=CC=2)C2C=CC=CC=2)[P](C2C=CC=CC=2)(C2C=CC=CC=2)C2C=CC=CC=2)(C2C=CC=CC=2)C2C=CC=CC=2)=CC=1>[OH:1][C:2]([C:30]1[CH:35]=[CH:34][C:33]([C:40]2[CH:45]=[CH:44][CH:43]=[C:42]([C:46](=[O:48])[CH3:47])[CH:41]=2)=[CH:32][CH:31]=1)([C:6]1[N:7]=[CH:8][N:9]([C:11]([C:24]2[CH:29]=[CH:28][CH:27]=[CH:26][CH:25]=2)([C:18]2[CH:23]=[CH:22][CH:21]=[CH:20][CH:19]=2)[C:12]2[CH:17]=[CH:16][CH:15]=[CH:14][CH:13]=2)[CH:10]=1)[CH:3]([CH3:5])[CH3:4] |^1:52,54,73,92|. Procedure: By the reaction in the same manner as in Example 33-(ii) using 4-[1-hydroxy-2-methyl-1-(1-trityl-1H-imidazol-4-yl)propyl]phenylboronic acid (6.22 g), 3′-bromoacetophenone (2.30 g) and tetrakis(triphenylphosphine)palladium(0) (0.210 g), the title compound (1.50 g) was obtained as colorless powder crystals. Starting materials: C(C)(C)(C)C1=NN=C(S1)N=C=O (5-t-butyl-1,3,4-thiadiazol-2-yl isocyanate), dimethyl acetal, C(C=C)NCC=O (2-allylaminoacetaldehyde). Solvent: C1=CC=CC=C1 (benzene), C1=CC=CC=C1 (benzene). Yields the product dimethyl acetal, C(C=C)N(C(=O)NC=1SC(=NN1)C(C)(C)C)CC=O (2-[1-allyl-3-(5-t-butyl-1,3,4-thiadiazol-2-yl)ureido]acetaldehyde). RXN SMILES: [C:1]([C:5]1[S:9][C:8]([N:10]=[C:11]=[O:12])=[N:7][N:6]=1)([CH3:4])([CH3:3])[CH3:2].[CH2:13]([NH:16][CH2:17][CH:18]=[O:19])[CH:14]=[CH2:15]>C1C=CC=CC=1>[CH2:13]([N:16]([CH2:17][CH:18]=[O:19])[C:11]([NH:10][C:8]1[S:9][C:5]([C:1]([CH3:4])([CH3:2])[CH3:3])=[N:6][N:7]=1)=[O:12])[CH:14]=[CH2:15]. Reported procedure: A mixture of 5-t-butyl-1,3,4-thiadiazol-2-yl isocyanate dimer (0.05 mole), the dimethyl acetal of 2-allylaminoacetaldehyde (0.1 mole) and benzene (60 ml) are charged into a glass reaction vessel equipped with a mechanical stirrer and reflux condenser. The reaction mixture is heated at reflux for a period of about 15 minutes. After this time the mixture is stripped of benzene under reduced pressure to yield a solid product as the residue. The residue is then recrystallized to yield the desired pr...